Dataset: the Open Reaction Database (ORD), a public repository of structured organic reaction records. Task: describe an organic reaction: reactants, conditions, products, and yield Starting materials: glyoxylic acid ethyl ester ethyl hemiacetal, NC(=O)N (urea), S(O)(O)(=O)=O (sulfuric acid), C(C)O (ethanol). Product: C1(C(=O)NC(=O)N1)NC(=O)N (allantoin). As a reaction SMILES: [NH2:1][C:2]([NH2:4])=[O:3].S(=O)(=O)(O)O.[CH2:10]([OH:12])[CH3:11]>>[CH:11]1([NH:1][C:2]([NH2:4])=[O:3])[NH:4][C:2](=[O:3])[NH:1][C:10]1=[O:12]. Procedure: A mixture of 22.2 g of glyoxylic acid ethyl ester ethyl hemiacetal (0.15 mol), 30.0 g of urea (0.5 mol), 90 g of ethanol and 7.5 g of 8% strength ethanolic sulfuric acid was heated under reflux for 4 hours. Thereafter, the reaction had ended and the reaction mixture was cooled to room temperature, whereupon a colorless precipitate separated out, which was filtered off, washed three times with ethanol and dried in vacuo at 70° C. 24.5 g, that is to say 80% of theory, of allantoin acid ethyl ester... Starting materials: C=CCc1c(N2C(=O)C3=C(CCCC3)C2=O)ccc(Cl)c1O, O=C(OO)c1cccc(Cl)c1, ClCCCl. The product is O=C1C2=C(CCCC2)C(=O)N1c1ccc(Cl)c2c1CC(CO)O2. Reaction SMILES: [CH2:12]([CH:13]=[CH2:14])[c:15]1[c:16]([N:23]2[C:24](=[O:33])[C:25]3=[C:26]([C:27]2=[O:28])[CH2:29][CH2:30][CH2:31][CH2:32]3)[cH:17][cH:18][c:19]([Cl:22])[c:20]1[OH:21].[Cl:1][c:2]1[cH:3][cH:4][cH:5][c:6]([C:7]([O:8][OH:10])=[O:9])[cH:11]1.[Cl:34][CH2:35][CH2:36][Cl:37]>>[OH:9][CH2:14][CH:13]1[CH2:12][c:15]2[c:16]([N:23]3[C:24](=[O:33])[C:25]4=[C:26]([C:27]3=[O:28])[CH2:29][CH2:30][CH2:31][CH2:32]4)[cH:17][cH:18][c:19]([Cl:22])[c:20]2[O:21]1.